Dataset: the Open Reaction Database (ORD), a public repository of structured organic reaction records. Task: describe an organic reaction: reactants, conditions, products, and yield The reactants are CC(=O)OC1C2CC(CBr)(OC(=O)N2)C(OC(C)=O)C1OC(C)=O, CN(C)C=O, [N-]=[N+]=[N-], [Na+]. Product: CC(=O)OC1C2CC(CN=[N+]=[N-])(OC(=O)N2)C(OC(C)=O)C1OC(C)=O. As a reaction SMILES: [C:1]([CH3:2])(=[O:3])[O:4][CH:5]1[CH:6]2[NH:7][C:8](=[O:24])[O:9][C:10]([CH2:22][Br:23])([CH:11]([O:17][C:18]([CH3:19])=[O:20])[CH:12]1[O:13][C:14]([CH3:15])=[O:16])[CH2:21]2.[CH3:29][N:30]([CH3:31])[CH:32]=[O:33].[N-:26]=[N+:27]=[N-:28].[Na+:25]>>[C:1]([CH3:2])(=[O:3])[O:4][CH:5]1[CH:6]2[NH:7][C:8](=[O:24])[O:9][C:10]([CH2:22][N:26]=[N+:27]=[N-:28])([CH:11]([O:17][C:18]([CH3:19])=[O:20])[CH:12]1[O:13][C:14]([CH3:15])=[O:16])[CH2:21]2. Starting materials: C(C1=CC=CC=C1)N1C(CC(C1)N(CC1=C(C=C(C=C1)F)F)C(=O)OC(C)(C)C)C(=O)O (1-benzyl-4-[tert-butoxycarbonyl-(2,4-difluoro-benzyl)-amino]-pyrrolidine-2-carboxylic acid), FC(C=1C(=NC=CC1)N1CCNCC1)(F)F (1-(3-trifluoromethyl-pyridin-2-yl)-piperazine). The product is C(C1=CC=CC=C1)N1[C@@H](C[C@@H](C1)NCC1=C(C=C(C=C1)F)F)C(=O)N1CCN(CC1)C1=NC=CC=C1C(F)(F)F ([(2S,4S)-1-Benzyl-4-(2,4-difluoro-benzylamino)-pyrrolidin-2-yl]-[4-(3-trifluoromethyl-pyridin-2-yl)-piperazin-1-yl]-methanone). Yield: 7.5%. Reaction SMILES: [CH2:1]([N:8]1[CH2:12][CH:11]([N:13](C(OC(C)(C)C)=O)[CH2:14][C:15]2[CH:20]=[CH:19][C:18]([F:21])=[CH:17][C:16]=2[F:22])[CH2:10][CH:9]1[C:30](O)=[O:31])[C:2]1[CH:7]=[CH:6][CH:5]=[CH:4][CH:3]=1.[F:33][C:34]([F:48])([F:47])[C:35]1[C:36]([N:41]2[CH2:46][CH2:45][NH:44][CH2:43][CH2:42]2)=[N:37][CH:38]=[CH:39][CH:40]=1>>[CH2:1]([N:8]1[CH2:12][C@@H:11]([NH:13][CH2:14][C:15]2[CH:20]=[CH:19][C:18]([F:21])=[CH:17][C:16]=2[F:22])[CH2:10][C@H:9]1[C:30]([N:44]1[CH2:43][CH2:42][N:41]([C:36]2[C:35]([C:34]([F:33])([F:47])[F:48])=[CH:40][CH:39]=[CH:38][N:37]=2)[CH2:46][CH2:45]1)=[O:31])[C:2]1[CH:7]=[CH:6][CH:5]=[CH:4][CH:3]=1. Reported procedure: As described for Example 1f, 1-benzyl-4-[tert-butoxycarbonyl-(2,4-difluoro-benzyl)-amino]-pyrrolidine-2-carboxylic acid (60.0 mg, 0.134 mmol) was converted, using 1-(3-trifluoromethyl-pyridin-2-yl)-piperazine instead of 2-piperazin-1-yl-benzonitrile, to the title compound (5.7 mg, 7.5%) as light yellow oil. MS m/e=560.4 [M+H]+. Reaction SMILES: [Fe:15].[N+:1]([O-:2])(=[O:3])[c:4]1[cH:5][c:6]([NH:10][C:11]([CH:12]=[CH2:13])=[O:14])[cH:7][cH:8][cH:9]1.[OH2:16]>>[NH2:1][c:4]1[cH:5][c:6]([NH:10][C:11]([CH:12]=[CH2:13])=[O:14])[cH:7][cH:8][cH:9]1. Reactants: [Fe], C=CC(=O)Nc1cccc([N+](=O)[O-])c1, O. The product is C=CC(=O)Nc1cccc(N)c1. Reactants: CC(=O)Cl, CO, COc1ccc(N(Cc2cccnc2)c2cccc(C(=O)O)c2)cc1O. Product: COC(=O)c1cccc(N(Cc2cccnc2)c2ccc(OC)c(O)c2)c1. Reaction SMILES: [CH3:27][C:28](=[O:29])[Cl:30].[CH3:31][OH:32].[OH:1][c:2]1[cH:3][c:4]([N:10]([c:11]2[cH:12][c:13]([C:14](=[O:15])[OH:16])[cH:17][cH:18][cH:19]2)[CH2:20][c:21]2[cH:22][n:23][cH:24][cH:25][cH:26]2)[cH:5][cH:6][c:7]1[O:8][CH3:9]>>[OH:1][c:2]1[cH:3][c:4]([N:10]([c:11]2[cH:12][c:13]([C:14](=[O:15])[O:16][CH3:27])[cH:17][cH:18][cH:19]2)[CH2:20][c:21]2[cH:22][n:23][cH:24][cH:25][cH:26]2)[cH:5][cH:6][c:7]1[O:8][CH3:9]. Reactants: IC1=C2C=CC(=NC2=CC=C1)Cl (5-iodo-2-chloroquinoline), CC1=CC=C(O1)CN (5-methyl-2-furanmethanamine), NC1=CC=NC=C1 (4-aminopyridine). The product is CC1=CC=C(O1)CNC1=NC=2C=CC=C(C2C=C1)NC1=CC=NC=C1 (N2-(5-Methyl-furan-2-ylmethyl)-N5-pyridin-4-yl-quinoline-2,5-diamine). Reaction SMILES: I[C:2]1[CH:11]=[CH:10][CH:9]=[C:8]2[C:3]=1[CH:4]=[CH:5][C:6](Cl)=[N:7]2.[CH3:13][C:14]1[O:18][C:17]([CH2:19][NH2:20])=[CH:16][CH:15]=1.[NH2:21][C:22]1[CH:27]=[CH:26][N:25]=[CH:24][CH:23]=1>>[CH3:13][C:14]1[O:18][C:17]([CH2:19][NH:20][C:6]2[CH:5]=[CH:4][C:3]3[C:2]([NH:21][C:22]4[CH:27]=[CH:26][N:25]=[CH:24][CH:23]=4)=[CH:11][CH:10]=[CH:9][C:8]=3[N:7]=2)=[CH:16][CH:15]=1. Procedure: The title compound, MS: m/e=331.4 (M+H+), was prepared in accordance with the general method of example 1 from 5-iodo-2-chloroquinoline (CAS 455955-26-7), 5-methyl-2-furanmethanamine and 4-aminopyridine. Starting materials: CSCC1(C2CCCCC2)CC2CCC(C1)N2C(=O)C1C[NH+](C(C)(C)C)CC1c1ccc(F)cc1F, CCO, [Cl-], O. Product: CS(=O)CC1(C2CCCCC2)CC2CCC(C1)N2C(=O)C1C[NH+](C(C)(C)C)CC1c1ccc(F)cc1F, [Cl-]. As a reaction SMILES: [C:2]([CH3:3])([CH3:4])([CH3:5])[NH+:6]1[CH2:7][CH:8]([C:19](=[O:20])[N:21]2[CH:22]3[CH2:23][C:24]([CH2:29][S:30][CH3:31])([CH:32]4[CH2:33][CH2:34][CH2:35][CH2:36][CH2:37]4)[CH2:25][CH:26]2[CH2:27][CH2:28]3)[CH:9]([c:11]2[c:12]([F:18])[cH:13][c:14]([F:17])[cH:15][cH:16]2)[CH2:10]1.[CH3:38][CH2:39][OH:40].[Cl-:1].[OH2:41]>>[C:2]([CH3:3])([CH3:4])([CH3:5])[NH+:6]1[CH2:7][CH:8]([C:19](=[O:20])[N:21]2[CH:22]3[CH2:23][C:24]([CH2:29][S:30]([CH3:31])=[O:40])([CH:32]4[CH2:33][CH2:34][CH2:35][CH2:36][CH2:37]4)[CH2:25][CH:26]2[CH2:27][CH2:28]3)[CH:9]([c:11]2[c:12]([F:18])[cH:13][c:14]([F:17])[cH:15][cH:16]2)[CH2:10]1.[Cl-:1].